Dataset: the Open Reaction Database (ORD), a public repository of structured organic reaction records. Task: describe an organic reaction: reactants, conditions, products, and yield The reactants are ClC1=NC(=NC(=N1)Cl)C1=C(C=CC(=C1)Cl)C (2,4-dichloro-6-(5-chloro-2-methyl-phenyl)-[1,3,5]triazine), NC1=CC=C2C=NNC2=C1 (6-aminoindazole), C(C)(C)N(CC)C(C)C (diisopropylethylamine). Solvent: O1CCCC1 (tetrahydrofuran). Reaction conditions: time 1 hour. Yields the product ClC1=NC(=NC(=N1)C1=C(C=CC(=C1)Cl)C)NC1=CC=C2C=NNC2=C1 ([4-Chloro-6-(5-chloro-2-methyl-phenyl)-[1,3,5]triazin-2-yl]-(1H-indazol-6-yl)-amine). Isolated yield 44.9%. Reaction SMILES: Cl[C:2]1[N:7]=[C:6]([Cl:8])[N:5]=[C:4]([C:9]2[CH:14]=[C:13]([Cl:15])[CH:12]=[CH:11][C:10]=2[CH3:16])[N:3]=1.[NH2:17][C:18]1[CH:26]=[C:25]2[C:21]([CH:22]=[N:23][NH:24]2)=[CH:20][CH:19]=1.C(N(C(C)C)CC)(C)C>O1CCCC1>[Cl:8][C:6]1[N:5]=[C:4]([C:9]2[CH:14]=[C:13]([Cl:15])[CH:12]=[CH:11][C:10]=2[CH3:16])[N:3]=[C:2]([NH:17][C:18]2[CH:26]=[C:25]3[C:21]([CH:22]=[N:23][NH:24]3)=[CH:20][CH:19]=2)[N:7]=1. Procedure: A mixture of 2,4-dichloro-6-(5-chloro-2-methyl-phenyl)-[1,3,5]triazine (1 g, 3.6 mmol), 6-aminoindazole (0.5 g, 3.7 mmol), tetrahydrofuran (10 ml), and diisopropylethylamine (0.65 ml, 3.7 mmol) was stirred for 1 hour. After concentrating under reduced pressure, the residue was treated with water (25 ml) and stirred for 10 minutes. The solid was filtered, treated with hydrochloric acid (1 M, 10 ml), stirred vigorously for 10 minutes, and filtered. The solid was purified by flash chromatography on... Starting materials: O.C1(=CC=C(C=C1)S(=O)(=O)O)C (4-toluenesulphonic acid monohydrate), C(=O)C1=C(C(=O)OC)C=C(C=C1OC)OC (methyl 2-formyl-3,5-dimethoxybenzoate), NC1=NC=CC(=C1)Cl (2-amino-4-chloropyridine), C(C)(C)(C)[N+]#[C-] (tert-butylisonitrile). Run in CO (methanol). Run at time 6 hour. Yields the product ClC1=CC2=NC3=C(NC(C4=CC(=CC(=C34)OC)OC)=O)N2C=C1 (10-chloro-1,3-dimethoxypyrido[2′,1′:2,3]imidazo[4,5-c]isoquinolin-5(6H)-one). RXN SMILES: [CH:1]([C:3]1[C:12]([O:13][CH3:14])=[CH:11][C:10]([O:15][CH3:16])=[CH:9][C:4]=1[C:5]([O:7]C)=O)=O.[NH2:17][C:18]1[CH:23]=[C:22]([Cl:24])[CH:21]=[CH:20][N:19]=1.[C:25]([N+:29]#[C-])(C)(C)C.O.C1(C)C=CC(S(O)(=O)=O)=CC=1>CO>[Cl:24][C:22]1[CH:21]=[CH:20][N:19]2[C:18](=[N:17][C:1]3[C:3]4[C:4](=[CH:9][C:10]([O:15][CH3:16])=[CH:11][C:12]=4[O:13][CH3:14])[C:5](=[O:7])[NH:29][C:25]=32)[CH:23]=1 |f:3.4|. Procedure: Under argon, methyl 2-formyl-3,5-dimethoxybenzoate (200 mg, 0.89 mmol) and 2-amino-4-chloropyridine (115 mg, 0.89 mmol) were dissolved in methanol (5 ml), after 5 minutes of stirring at room temperature tert-butylisonitrile (89 mg, 1.07 mmol) was added and after a further 10 minutes of stirring at room temperature 4-toluenesulphonic acid monohydrate (8 mg, 0.05 mmol) was added. The resulting reaction mixture was then stirred at room temperature for 6 h and subsequently concentrated under reduced... Reactants: C(C1CO1)OC1=CC=CC=C1 (Phenyl glycidyl ether), C(Cl)Cl.CO (methylene chloride methanol), NCCNC=1C=C2C=NNC2=CC1 (5-(2-aminoethylamino)-indazole), CN(C=O)C (dimethylformamide). Solvent: O (water). Reaction conditions: time 24 hour. Yields the product O(C1=CC=CC=C1)CC(CNCCNC=1C=C2C=NNC2=CC1)O (1-Phenoxy-3-[2-(indazol-5-ylamino)-ethylamino]-propan-2-ol). RXN SMILES: [CH2:1]([O:5][C:6]1[CH:11]=[CH:10][CH:9]=[CH:8][CH:7]=1)[CH:2]1[O:4][CH2:3]1.[NH2:12][CH2:13][CH2:14][NH:15][C:16]1[CH:17]=[C:18]2[C:22](=[CH:23][CH:24]=1)[NH:21][N:20]=[CH:19]2.CN(C)C=O.C(Cl)Cl.CO>O>[O:5]([CH2:1][CH:2]([OH:4])[CH2:3][NH:12][CH2:13][CH2:14][NH:15][C:16]1[CH:17]=[C:18]2[C:22](=[CH:23][CH:24]=1)[NH:21][N:20]=[CH:19]2)[C:6]1[CH:11]=[CH:10][CH:9]=[CH:8][CH:7]=1 |f:3.4|. Procedure details: 3.0 g. Phenyl glycidyl ether and 7.0 g. 5-(2-aminoethylamino)-indazole are dissolved in 10 ml. dimethylformamide by briefly heating to 70° C. and then left to stand for 24 hours at ambient temperature. The reaction mixture is shaken with 400 ml. methylene chloride-methanol (8:2 v/v) and 200 ml. water. The organic phase is evaporated and the residue obtained is purified by column chromatography on silica gel using, as elution agent, methylene chloride-methanol (9:1 v/v) and methylene chloride-amm... Reactants: BrC1=CC=2N=C(NC(C2S1)=O)[C@H]1N([C@@H]2CC[C@H]1C2)C(=O)OC(C)(C)C (tert-Butyl (1R,3S,4S)-3-(6-bromo-4-oxo-3,4-dihydrothieno[3,2-d]pyrimidin-2-yl)-2-azabicyclo[2.2.1]heptane-2-carboxylate), CC1=NN(C=C1B1OC(C(O1)(C)C)(C)C)C(=O)OC(C)(C)C (tert-butyl 3-methyl-4-(4,4,5,5-tetramethyl-1,3,2-dioxaborolan-2-yl)-1H-pyrazole-1-carboxylate), C([O-])([O-])=O.[Na+].[Na+] (sodium carbonate), COCCOC (1,2-dimethoxyethane). Run in O (water). Conditions: temperature 100 celsius, time 3 hour. Product: CC1=C(C=NN1)C1=CC=2N=C(NC(C2S1)=O)[C@H]1N([C@@H]2CC[C@H]1C2)C(=O)OC(C)(C)C (tert-butyl (1R,3S,4S)-3-[6-(5-methyl-1H-pyrazol-4-yl)-4-oxo-3,4-dihydrothieno[3,2-d]pyrimidin-2-yl]-2-azabicyclo[2.2.1]heptane-2-carboxylate). Isolated yield 66.8%. Reaction SMILES: Br[C:2]1[S:10][C:9]2[C:8](=[O:11])[NH:7][C:6]([C@@H:12]3[C@@H:17]4[CH2:18][C@@H:14]([CH2:15][CH2:16]4)[N:13]3[C:19]([O:21][C:22]([CH3:25])([CH3:24])[CH3:23])=[O:20])=[N:5][C:4]=2[CH:3]=1.[CH3:26][C:27]1[C:31](B2OC(C)(C)C(C)(C)O2)=[CH:30][N:29](C(OC(C)(C)C)=O)[N:28]=1.C(=O)([O-])[O-].[Na+].[Na+].COCCOC>O>[CH3:26][C:27]1[NH:28][N:29]=[CH:30][C:31]=1[C:2]1[S:10][C:9]2[C:8](=[O:11])[NH:7][C:6]([C@@H:12]3[C@@H:17]4[CH2:18][C@@H:14]([CH2:15][CH2:16]4)[N:13]3[C:19]([O:21][C:22]([CH3:23])([CH3:25])[CH3:24])=[O:20])=[N:5][C:4]=2[CH:3]=1 |f:2.3.4|. Procedure details: tert-Butyl (1R,3S,4S)-3-(6-bromo-4-oxo-3,4-dihydrothieno[3,2-d]pyrimidin-2-yl)-2-azabicyclo[2.2.1]heptane-2-carboxylate (1.03 g) and tert-butyl 3-methyl-4-(4,4,5,5-tetramethyl-1,3,2-dioxaborolan-2-yl)-1H-pyrazole-1-carboxylate (1.49 g), sodium carbonate (768 mg), 1,2-dimethoxyethane (8.0 mL) and water (4.0 mL) were placed in a flask, and the atmosphere in the flask was purged with argon. [1,1′-Bis(diphenylphosphino)ferrocene]palladium(II) dichloride-dichloromethane complex (1:1) (197 mg) was add...